Dataset: the Open Reaction Database (ORD), a public repository of structured organic reaction records. Task: describe an organic reaction: reactants, conditions, products, and yield Reactants: CC(=O)OCC1OC(n2cnc3c(C#Cc4ccccc4)ncnc32)C2OC(C)(C)OC12, CO, N. Product: CC1(C)OC2C(CO)OC(n3cnc4c(C#Cc5ccccc5)ncnc43)C2O1. RXN SMILES: [C:1](=[O:2])([CH3:3])[O:4][CH2:5][CH:6]1[O:7][CH:8]([n:16]2[c:17]3[n:18][cH:19][n:20][c:21]([C:25]#[C:26][c:27]4[cH:28][cH:29][cH:30][cH:31][cH:32]4)[c:22]3[n:23][cH:24]2)[CH:9]2[O:10][C:11]([CH3:14])([CH3:15])[O:12][CH:13]12.[CH3:34][OH:35].[NH3:33]>>[OH:4][CH2:5][CH:6]1[O:7][CH:8]([n:16]2[c:17]3[n:18][cH:19][n:20][c:21]([C:25]#[C:26][c:27]4[cH:28][cH:29][cH:30][cH:31][cH:32]4)[c:22]3[n:23][cH:24]2)[CH:9]2[O:10][C:11]([CH3:14])([CH3:15])[O:12][CH:13]12. Starting materials: FC(C=1C=C(CN(C(C)=O)C2C3=C(NCCC2)C(=CC(=C3)C(F)(F)F)C)C=C(C1)C(F)(F)F)(F)F (N-(3,5-Bis-trifluoromethyl-benzyl)-N-(9-methyl-7-trifluoromethyl-2,3,4,5-tetrahydro-1H-benzo[b]azepin-5-yl)-acetamide), N1=CC=CC=C1 (pyridine), C(C)(C)OC(=O)Cl (isopropylchloroformate). The solvent is ClCCl (dichloromethane). Run at time 8 hour. Yields the product C(C)(C)OC(=O)N1C2=C(C(CCC1)N(CC1=CC(=CC(=C1)C(F)(F)F)C(F)(F)F)C(C)=O)C=C(C=C2C)C(F)(F)F (5-[Acetyl-(3,5-bis-trifluoromethyl-benzyl)-amino]-9-methyl-7-trifluoromethyl-2,3,4,5-tetrahydro-benzo[b]azepine-1-carboxylic acid isopropyl ester). Isolated yield 72.0%. As a reaction SMILES: [F:1][C:2]([F:35])([F:34])[C:3]1[CH:4]=[C:5]([CH:27]=[C:28]([C:30]([F:33])([F:32])[F:31])[CH:29]=1)[CH2:6][N:7]([CH:11]1[CH2:17][CH2:16][CH2:15][NH:14][C:13]2[C:18]([CH3:26])=[CH:19][C:20]([C:22]([F:25])([F:24])[F:23])=[CH:21][C:12]1=2)[C:8](=[O:10])[CH3:9].N1C=CC=CC=1.[CH:42]([O:45][C:46](Cl)=[O:47])([CH3:44])[CH3:43]>ClCCl>[CH:42]([O:45][C:46]([N:14]1[CH2:15][CH2:16][CH2:17][CH:11]([N:7]([C:8](=[O:10])[CH3:9])[CH2:6][C:5]2[CH:4]=[C:3]([C:2]([F:1])([F:34])[F:35])[CH:29]=[C:28]([C:30]([F:32])([F:33])[F:31])[CH:27]=2)[C:12]2[CH:21]=[C:20]([C:22]([F:23])([F:24])[F:25])[CH:19]=[C:18]([CH3:26])[C:13]1=2)=[O:47])([CH3:44])[CH3:43]. Procedure: To a solution of N-(3,5-Bis-trifluoromethyl-benzyl)-N-(9-methyl-7-trifluoromethyl-2,3,4,5-tetrahydro-1H-benzo[b]azepin-5-yl)-acetamide (0.0210 g, 0.0410 mmol) and pyridine (0.0100 ml, 0.123 mmol) in dichloromethane (1.00 ml) was added 1M isopropylchloroformate (solution in toluene) (0.120 ml), 0.123 mmol) dropwise. The mixture was stirred at room temperature overnight. The solvents were evaporated on a rotavapor (rotary evaporator). Purification by silica gel chromatography (gradient eluent, 0-3... Starting materials: O=C([O-])O, CCc1oc2ccc(C(C)C(=O)OC)cc2c(=O)c1C, CCO, [Na+], O. Product: CCc1oc2ccc(C(C)C(=O)O)cc2c(=O)c1C. Reaction SMILES: [C:21](=[O:22])([OH:23])[O-:24].[CH2:1]([CH3:2])[c:3]1[o:4][c:5]2[c:6]([c:7](=[O:10])[c:8]1[CH3:9])[cH:11][c:12]([CH:15]([C:16](=[O:17])[O:18][CH3:19])[CH3:20])[cH:13][cH:14]2.[CH3:26][CH2:27][OH:28].[Na+:25].[OH2:29]>>[CH2:1]([CH3:2])[c:3]1[o:4][c:5]2[c:6]([c:7](=[O:10])[c:8]1[CH3:9])[cH:11][c:12]([CH:15]([C:16](=[O:17])[OH:18])[CH3:20])[cH:13][cH:14]2. Starting materials: FC1=C(C=CC(=C1)C(C)C1=NOC(=C1)NC)C1=CC=CC=C1 ({3-[1-(2-fluoro-biphenyl-4-yl)-ethyl]-isoxazol-5-yl}-methyl-amine), C(C1=CC=CC=C1)(=O)N=C=S (benzoyl isothiocyanate). The solvent is N1=CC=CC=C1 (pyridine). Run at time 8 hour. The product is C(C1=CC=CC=C1)(=O)NC(N(C)C1=CC(=NO1)C(C)C1=CC(=C(C=C1)C1=CC=CC=C1)F)=S (3-Benzoyl-1-{3-[1-(2-fluoro-biphenyl-4-yl)-ethyl]-isoxazol-5-yl}-1-methyl-thiourea). The yield is 83.9%. As a reaction SMILES: [F:1][C:2]1[CH:7]=[C:6]([CH:8]([C:10]2[CH:14]=[C:13]([NH:15][CH3:16])[O:12][N:11]=2)[CH3:9])[CH:5]=[CH:4][C:3]=1[C:17]1[CH:22]=[CH:21][CH:20]=[CH:19][CH:18]=1.[C:23]([N:31]=[C:32]=[S:33])(=[O:30])[C:24]1[CH:29]=[CH:28][CH:27]=[CH:26][CH:25]=1>N1C=CC=CC=1>[C:23]([NH:31][C:32](=[S:33])[N:15]([C:13]1[O:12][N:11]=[C:10]([CH:8]([C:6]2[CH:5]=[CH:4][C:3]([C:17]3[CH:18]=[CH:19][CH:20]=[CH:21][CH:22]=3)=[C:2]([F:1])[CH:7]=2)[CH3:9])[CH:14]=1)[CH3:16])(=[O:30])[C:24]1[CH:29]=[CH:28][CH:27]=[CH:26][CH:25]=1. Procedure details: A solution consisting of {3-[1-(2-fluoro-biphenyl-4-yl)-ethyl]-isoxazol-5-yl}-methyl-amine (4.06 g), pyridine (40 ml) and benzoyl isothiocyanate (2.5 g) was stirred overnight at room temperature. The solution was concentrated and the residue was purified by a silica gel column chromatography to obtain the desired compound (5.28 g). Reactants: FC(C(=O)O)(F)F.FC1(OC2(CN(C1)C(=O)C=1N=C(SC1)C(C)C)CCNCC2)F ((2,2-Difluoro-1-oxa-4,9-diazaspiro[5.5]undecan-4-yl)(2-isopropylthiazol-4-yl)methanone trifluoroacetate), [Si](C)(C)(C(C)(C)C)OCCC=1C=C(SC1)C=O (4-(2-(tert-butyldimethylsilyloxy)ethyl)thiophene-2-carbaldehyde), [Si](C)(C)(C(C)(C)C)OCCC1=C(SC=C1)C=O (3-(2-(tert-butyldimethylsilyloxy)ethyl)thiophene-2-carbaldehyde), C(C)(=O)O[BH-](OC(C)=O)OC(C)=O.[Na+] (sodium triacetoxyborohydride). The solvent is CN1C(CCC1)=O (N-methyl-2-pyrrolidinone), CC(=O)O (AcOH), O (water). Reaction conditions: time 5 minute. The product is [Si](C)(C)(C(C)(C)C)OCCC=1C=C(SC1)CN1CCC2(CN(CC(O2)(F)F)C(=O)C=2N=C(SC2)C(C)C)CC1 ((9-((4-(2-(tert-Butyldimethylsilyloxy)ethyl)thiophen-2-yl)methyl)-2,2-difluoro-1-oxa-4,9-diazaspiro[5.5]undecan-4-yl)(2-isopropylthiazol-4-yl)methanone). Reaction SMILES: FC(F)(F)C(O)=O.[F:8][C:9]1([F:30])[CH2:14][N:13]([C:15]([C:17]2[N:18]=[C:19]([CH:22]([CH3:24])[CH3:23])[S:20][CH:21]=2)=[O:16])[CH2:12][C:11]2([CH2:29][CH2:28][NH:27][CH2:26][CH2:25]2)[O:10]1.[Si:31]([O:38][CH2:39][CH2:40][C:41]1[CH:42]=[C:43]([CH:46]=O)[S:44][CH:45]=1)([C:34]([CH3:37])([CH3:36])[CH3:35])([CH3:33])[CH3:32].[Si](OCCC1C=CSC=1C=O)(C(C)(C)C)(C)C.C(O[BH-](OC(=O)C)OC(=O)C)(=O)C.[Na+]>CN1CCCC1=O.O.CC(O)=O>[Si:31]([O:38][CH2:39][CH2:40][C:41]1[CH:42]=[C:43]([CH2:46][N:27]2[CH2:28][CH2:29][C:11]3([O:10][C:9]([F:8])([F:30])[CH2:14][N:13]([C:15]([C:17]4[N:18]=[C:19]([CH:22]([CH3:24])[CH3:23])[S:20][CH:21]=4)=[O:16])[CH2:12]3)[CH2:25][CH2:26]2)[S:44][CH:45]=1)([C:34]([CH3:35])([CH3:37])[CH3:36])([CH3:33])[CH3:32] |f:0.1,4.5|. Procedure: (2,2-Difluoro-1-oxa-4,9-diazaspiro[5.5]undecan-4-yl)(2-isopropylthiazol-4-yl)methanone trifluoroacetate (example 44, step b) (0.40 g) was added to a stirred solution of a 4:1 mixture of 4-(2-(tert-butyldimethylsilyloxy)ethyl)thiophene-2-carbaldehyde and 3-(2-(tert-butyldimethylsilyloxy)ethyl)thiophene-2-carbaldehyde (example 27, step b) (0.36 g) and AcOH (0.05 mL) in N-methyl-2-pyrrolidinone (5 mL). After 5 min, sodium triacetoxyborohydride (0.28 g) was added. After 16 h water was added and the ... Starting materials: O=C([O-])[O-], CI, CN(C)C=O, CCOC(C)=O, Oc1ccc(Cl)nc1, [K+], [K+]. The product is COc1ccc(Cl)nc1. RXN SMILES: [C:1]([O-:2])([O-:3])=[O:4].[CH3:15][I:16].[CH3:17][N:18]([CH3:19])[CH:20]=[O:21].[CH3:22][CH2:23][O:24][C:25](=[O:26])[CH3:27].[Cl:7][c:8]1[n:9][cH:10][c:11]([OH:14])[cH:12][cH:13]1.[K+:5].[K+:6]>>[CH3:1][O:4][c:11]1[cH:10][n:9][c:8]([Cl:7])[cH:13][cH:12]1. The reactants are C(C)(C)(C)C=1C=C(C=C(C1OC)O)C(C)=O (1-(3-tert-Butyl-5-hydroxy-4-methoxyphenyl)ethanone), C(C)(=O)OCCCCBr (4-bromobutyl acetate), O=O (O2), [Br-] (bromide). Product: C(C)(=O)OCCCCOC1=C(C(=CC(=C1)C(C)=O)C(C)(C)C)OC (4-(5-Acetyl-3-tert-butyl-2-methoxyphenoxy)butyl acetate). Isolated yield 100.5%. RXN SMILES: [C:1]([C:5]1[CH:6]=[C:7]([C:14](=[O:16])[CH3:15])[CH:8]=[C:9]([OH:13])[C:10]=1[O:11][CH3:12])([CH3:4])([CH3:3])[CH3:2].O=O.[Br-].[C:20]([O:23][CH2:24][CH2:25][CH2:26][CH2:27]Br)(=[O:22])[CH3:21]>>[C:20]([O:23][CH2:24][CH2:25][CH2:26][CH2:27][O:13][C:9]1[CH:8]=[C:7]([C:14](=[O:16])[CH3:15])[CH:6]=[C:5]([C:1]([CH3:4])([CH3:2])[CH3:3])[C:10]=1[O:11][CH3:12])(=[O:22])[CH3:21]. Procedure: 1-(3-tert-Butyl-5-hydroxy-4-methoxyphenyl)ethanone (O3.070; 6.9 g) was converted and worked up analogously to O2.071. The bromide used was 4-bromobutyl acetate (7.27 g). 10.5 g of the title compound were obtained. The reactants are C1(CC1)CNCCC (N-cyclopropylmethylpropylamine), solution, C[Al](C)C (trimethylaluminum), C(C)OC(=O)C1=C(N=C2N1C=C(N2C2=C(C=C(C=C2C)C)C)Cl)C (6-chloro-2-methyl-7-(2,4,6-trimethyl-phenyl)-7H-imidazo[1,2-a]imidazole-3-carboxylic acid ethyl ester), [C@@H]([C@H](C(=O)[O-])O)(C(=O)[O-])O.[Na+].[K+] (Rochelle's salt). Run in C1(=CC=CC=C1)C (toluene), C1(=CC=CC=C1)C (toluene), C1(=CC=CC=C1)C (toluene). Conditions: time 1 hour. Product: C1(CC1)CN(C(=O)C1=C(N=C2N1C=C(N2C2=C(C=C(C=C2C)C)C)Cl)C)CCC (6-Chloro-2-methyl-7-(2,4,6-trimethyl-phenyl)-7H-imidazo[1,2-a]imidazole-3-carboxylic acid cyclopropylmethyl-propyl-amide). Reaction SMILES: [CH:1]1([CH2:4][NH:5][CH2:6][CH2:7][CH3:8])[CH2:3][CH2:2]1.C[Al](C)C.C([O:15][C:16]([C:18]1[N:22]2[CH:23]=[C:24]([Cl:35])[N:25]([C:26]3[C:31]([CH3:32])=[CH:30][C:29]([CH3:33])=[CH:28][C:27]=3[CH3:34])[C:21]2=[N:20][C:19]=1[CH3:36])=O)C.[C@H](O)(C([O-])=O)[C@@H](O)C([O-])=O.[Na+].[K+]>C1(C)C=CC=CC=1>[CH:1]1([CH2:4][N:5]([CH2:6][CH2:7][CH3:8])[C:16]([C:18]2[N:22]3[CH:23]=[C:24]([Cl:35])[N:25]([C:26]4[C:31]([CH3:32])=[CH:30][C:29]([CH3:33])=[CH:28][C:27]=4[CH3:34])[C:21]3=[N:20][C:19]=2[CH3:36])=[O:15])[CH2:3][CH2:2]1 |f:3.4.5|. Procedure: To a solution of N-cyclopropylmethylpropylamine (0.22 mL, 1.530 mmol) in toluene (1.5 mL) at 0° C. was added 2.0M solution of trimethylaluminum in toluene (0.77 mL, 1.530 mmol). The clear solution was warmed to room temperature and stirred for 1 h. A solution of 6-chloro-2-methyl-7-(2,4,6-trimethyl-phenyl)-7H-imidazo[1,2-a]imidazole-3-carboxylic acid ethyl ester (32.2 mg, 0.098 mmol) in toluene (1.0 mL) was added at 0° C. via cannula. The reaction mixture was heated at 80° C. for 2 h. A solution...